Dataset: the Open Reaction Database (ORD), a public repository of structured organic reaction records. Task: describe an organic reaction: reactants, conditions, products, and yield The reactants are [NH4+].[Cl-] (NH4Cl), CCOC(=O)C (EtOAc), FC=1C(=NC(=NC1)C1=CN(C2=NC=C(C=C21)F)S(=O)(=O)C2=CC=C(C)C=C2)N[C@H](CN2N=NC(=C2)CO)C(C)(C)C ((S)-(1-(2-((5-fluoro-2-(5-fluoro-1-tosyl-1H-pyrrolo[2,3-b]pyridin-3-yl)pyrimidin-4-yl)amino)-3,3-dimethylbutyl)-1H-1,2,3-triazol-4-yl)methanol), FC=1C(=NC(=NC1)C1=CN(C2=NC=C(C=C21)F)S(=O)(=O)C2=CC=C(C)C=C2)N[C@H](CN2N=NC(=C2)CO)C(C)(C)C ((S)-(1-(2-((5-fluoro-2-(5-fluoro-1-tosyl-1H-pyrrolo[2,3-b]pyridin-3-yl)pyrimidin-4-yl)amino)-3,3-dimethylbutyl)-1H-1,2,3-triazol-4-yl)methanol), C[O-].[Na+] (NaOMe). The solvent is C1CCOC1 (THF). Reaction conditions: time 30 minute. Product: FC=1C(=NC(=NC1)C1=CNC2=NC=C(C=C21)F)N[C@H](CN2N=NC(=C2)CO)C(C)(C)C ((S)-(1-(2-((5-fluoro-2-(5-fluoro-1H-pyrrolo[2,3-b]pyridin-3-yl)pyrimidin-4-yl)amino)-3,3-dimethylbutyl)-1H-1,2,3-triazol-4-yl)methanol). Reaction SMILES: [F:1][C:2]1[C:3]([NH:28][C@@H:29]([C:38]([CH3:41])([CH3:40])[CH3:39])[CH2:30][N:31]2[CH:35]=[C:34]([CH2:36][OH:37])[N:33]=[N:32]2)=[N:4][C:5]([C:8]2[C:16]3[C:11](=[N:12][CH:13]=[C:14]([F:17])[CH:15]=3)[N:10](S(C3C=CC(C)=CC=3)(=O)=O)[CH:9]=2)=[N:6][CH:7]=1.C[O-].[Na+].[NH4+].[Cl-].CCOC(C)=O>C1COCC1>[F:1][C:2]1[C:3]([NH:28][C@@H:29]([C:38]([CH3:41])([CH3:40])[CH3:39])[CH2:30][N:31]2[CH:35]=[C:34]([CH2:36][OH:37])[N:33]=[N:32]2)=[N:4][C:5]([C:8]2[C:16]3[C:11](=[N:12][CH:13]=[C:14]([F:17])[CH:15]=3)[NH:10][CH:9]=2)=[N:6][CH:7]=1 |f:1.2,3.4|. Procedure: To a solution of (S)-(1-(2-((5-fluoro-2-(5-fluoro-1-tosyl-1H-pyrrolo[2,3-b]pyridin-3-yl)pyrimidin-4-yl)amino)-3,3-dimethylbutyl)-1H-1,2,3-triazol-4-yl)methanol, 218a, (0.11 g, 0.19 mmol) in THF (5 mL) was added NaOMe (0.17 mL of 25% solution in MeOH, 0.75 mmol). After stirring the reaction mixture at room temperature for 30 minutes, the mixture was diluted into aqueous saturated NH4Cl solution (5 mL) and EtOAc (10 mL). The organic layer was separated, dried (MgSO4), filtered concentrated in vacu... The reactants are C1(=CC=CC=C1)[Mg]Br (Phenyl magnesium bromide), solution, Cl (hydrochloric acid), BrC=1SC=CC1C (2-bromo-3-methylthiophene), bis(1,3-diphenylphosphino)propane nickel(II) chloride. Solvent: C(C)OCC (diethyl ether), C(C)OCC (diethyl ether). Run at temperature 0 celsius, time 15 minute. Product: CC1=C(SC=C1)C1=CC=CC=C1 (3-methyl-2-phenylthiophene). Reaction SMILES: Br[C:2]1[S:3][CH:4]=[CH:5][C:6]=1[CH3:7].[C:8]1([Mg]Br)[CH:13]=[CH:12][CH:11]=[CH:10][CH:9]=1.Cl>C(OCC)C>[CH3:7][C:6]1[CH:5]=[CH:4][S:3][C:2]=1[C:8]1[CH:13]=[CH:12][CH:11]=[CH:10][CH:9]=1. Procedure details: A stirred mixture of 2-bromo-3-methylthiophene (15.0 g, 0.085 mole) and bis(1,3-diphenylphosphino)propane nickel(II) chloride (0.5 g, 0.009 mole) in diethyl ether (75 mL) was cooled to 0° C. Phenyl magnesium bromide (29.6 mL of a 3M solution in diethyl ether) was added slowly, causing the reaction mixture to reflux. After complete addition, reflux was continued for 15 minutes. The mixture was cooled, and approximately 100 mL of an aqueous 10% hydrochloric acid solution was added. The resultant m... Reactants: [N+](=O)([O-])C1=CC=C(C=C1)O (4-Nitrophenol), COC(C)(C)C (tert-Butyl methyl ether), CCOC(=O)C (EtOAc), FC(OC1=CC=C(C2=C1OC1(CCSCC1)O2)C(=O)O)F (7-Difluoromethoxy-2′,3′,5′,6′-tetrahydro-spiro[1,3-benzodioxole-2,4′-(4H)-thiopyran]-4-carboxylic acid). The reagents and catalysts are CN(C)C1=CC=NC=C1 (N,N-Dimethyl-4-aminopyridine). Run in pentanes, CN(C)C=O (DMF). Reaction conditions: time 20 hour. Product: FC(OC1=CC=C(C2=C1OC1(CCSCC1)O2)C(=O)OC2=CC=C(C=C2)[N+](=O)[O-])F (4-Nitrophenyl 7-difluoromethoxy-2′,3′,5′,6′-tetrahydro-spiro[1,3-benzodioxole-2,4′-(4H)-thiopyran]-4-carboxylate). Reaction SMILES: [F:1][CH:2]([F:21])[O:3][C:4]1[C:9]2[O:10][C:11]3([O:17][C:8]=2[C:7]([C:18]([OH:20])=[O:19])=[CH:6][CH:5]=1)[CH2:16][CH2:15][S:14][CH2:13][CH2:12]3.[N+:22]([C:25]1[CH:30]=[CH:29][C:28](O)=[CH:27][CH:26]=1)([O-:24])=[O:23].COC(C)(C)C.CCOC(C)=O>CN(C=O)C.CN(C1C=CN=CC=1)C>[F:21][CH:2]([F:1])[O:3][C:4]1[C:9]2[O:10][C:11]3([O:17][C:8]=2[C:7]([C:18]([O:20][C:28]2[CH:29]=[CH:30][C:25]([N+:22]([O-:24])=[O:23])=[CH:26][CH:27]=2)=[O:19])=[CH:6][CH:5]=1)[CH2:16][CH2:15][S:14][CH2:13][CH2:12]3. Procedure details: 7-Difluoromethoxy-2′,3′,5′,6′-tetrahydro-spiro[1,3-benzodioxole-2,4′-(4H)-thiopyran]-4-carboxylic acid (344 mg) was dissolved in dry DMF (3 mL). 4-Nitrophenol (226 mg) Ethyl-dimethylaminopropylcarbodiimide hydrochloride (312 mg) and N,N-Dimethyl-4-aminopyridine (198 mg) was added. After stirring at room temperature for 20 hours, aqueous work up with tert-Butyl methyl ether and chromatography of the organics in a gradient from 0 to 40% EtOAc in pentanes afforded the title compound as an oil. Starting materials: S(O)(O)(=O)=O (sulfuric acid), aldehyde, S(=O)(=O)([O-])OOS(=O)(=O)[O-].[NH4+].[NH4+] (ammonium persulfate), ClC=1N=NC(=CC1)Cl (3,6-dichloropyridazine), OCC(C=O)(C)C (3-hydroxy-2,2-dimethylpropanaldehyde), S(=O)(=O)([O-])OOS(=O)(=O)[O-].[NH4+].[NH4+] (ammonium persulfate). The solvent is O (water), O (water). Reaction conditions: time 1 hour. The product is ClC=1N=NC(=CC1C(C)(C)CO)Cl (3,6-dichloro-4-(1-hydroxymethyl-1-methylethyl)pyridazine). Reaction SMILES: S(=O)(=O)(O)O.[Cl:6][C:7]1[N:8]=[N:9][C:10]([Cl:13])=[CH:11][CH:12]=1.[OH:14][CH2:15][C:16](C)([CH3:19])[CH:17]=O.S(OOS([O-])(=O)=O)([O-])(=O)=O.[NH4+].[NH4+]>O>[Cl:6][C:7]1[N:8]=[N:9][C:10]([Cl:13])=[CH:11][C:12]=1[C:16]([CH2:15][OH:14])([CH3:19])[CH3:17] |f:3.4.5|. Procedure: Ten ml. of water and 0.33 ml. of sulfuric acid were heated to 80°, and to it were added 0.75 g. of 3,6-dichloropyridazine and 2.55 g. of 3-hydroxy-2,2-dimethylpropanaldehyde. Then a solution of 5.7 g. of ammonium persulfate in 15 ml. of water was added dropwise over 10 minutes. The temperature of the mixture reached 100° during the addition. The mixture was stirred for one hour, and then 0.51 g. of the aldehyde and 1.1 g. of ammonium persulfate were added, and the mixture was stirred one hour mo... Reactants: CCOC(=O)C (EtOAc), ClC=1C=C(N)C=CC1 (3-chloroaniline), C([O-])([O-])=O.[K+].[K+] (potassium carbonate), COC(CBr)=O (methylbromoacetate). The solvent is CN(C)C=O (DMF). Run at temperature 60 celsius. The product is ClC=1C=C(C=CC1)NCC(=O)OC (methyl 2-[(3-chlorophenyl)amino]acetate). Reaction SMILES: [Cl:1][C:2]1[CH:3]=[C:4]([CH:6]=[CH:7][CH:8]=1)[NH2:5].C(=O)([O-])[O-].[K+].[K+].[CH3:15][O:16][C:17](=[O:20])[CH2:18]Br.CCOC(C)=O>CN(C=O)C>[Cl:1][C:2]1[CH:3]=[C:4]([NH:5][CH2:18][C:17]([O:16][CH3:15])=[O:20])[CH:6]=[CH:7][CH:8]=1 |f:1.2.3|. Procedure details: To a solution of 3-chloroaniline and potassium carbonate (3 equiv.) in DMF is added methylbromoacetate (1.1 equiv.), and the reaction is stirred at 60° C. After complete reaction, the solution is poured into EtOAc and washed with water, sat. aq. NaHCO3 soln., and brine. The solution is dried (Na2SO4), filtered, and concentrated in vacuo. The resulting material is purified by silica gel chromatography to provide the titled compound. Reactants: CCOC(=O)C1C(c2ccc(N)cc2)CC(=O)N1C, CC(=O)O, [I-], I, [K+], O=N[O-], [Na+], [Na+], [Na+], O, O=S([O-])([O-])=S, O=S(=O)(O)O. Product: CCOC(=O)C1C(c2ccc(I)cc2)CC(=O)N1C. As a reaction SMILES: [CH2:5]([CH3:6])[O:7][C:8](=[O:9])[CH:10]1[CH:11]([c:17]2[cH:18][cH:19][c:20]([NH2:23])[cH:21][cH:22]2)[CH2:12][C:13](=[O:16])[N:14]1[CH3:15].[CH3:39][C:40](=[O:41])[OH:42].[I-:25].[I:26].[K+:24].[N:1]([O-:2])=[O:3].[Na+:32].[Na+:33].[Na+:4].[OH2:43].[S:27]([O-:28])([O-:29])(=[O:30])=[S:31].[S:34](=[O:35])(=[O:36])([OH:37])[OH:38]>>[CH2:5]([CH3:6])[O:7][C:8](=[O:9])[CH:10]1[CH:11]([c:17]2[cH:18][cH:19][c:20]([I:25])[cH:21][cH:22]2)[CH2:12][C:13](=[O:16])[N:14]1[CH3:15]. Starting materials: C(C1=CC=CC=C1)OC=1C=C(C(=O)OC)C=CC1 (methyl 3-(benzyloxy)benzoate), COC=1C=CC(=CC1)P2(=S)SP(=S)(S2)C=3C=CC(=CC3)OC (Lawesson reagent). Run in C=1(C(=CC=CC1)C)C (xylene). The product is C(C1=CC=CC=C1)OC=1C=C(C(=S)OC)C=CC1 (O-methyl 3-(benzyloxy)thiobenzoate). Isolated yield 101.7%. As a reaction SMILES: [CH2:1]([O:8][C:9]1[CH:10]=[C:11]([CH:16]=[CH:17][CH:18]=1)[C:12]([O:14][CH3:15])=O)[C:2]1[CH:7]=[CH:6][CH:5]=[CH:4][CH:3]=1.COC1C=CC(P2(SP(C3C=CC(OC)=CC=3)(=S)S2)=[S:28])=CC=1>C1(C)C(C)=CC=CC=1>[CH2:1]([O:8][C:9]1[CH:10]=[C:11]([CH:16]=[CH:17][CH:18]=1)[C:12]([O:14][CH3:15])=[S:28])[C:2]1[CH:7]=[CH:6][CH:5]=[CH:4][CH:3]=1. Procedure: In an analogous manner to that described in Example 1(B), 40 g (0.165 mol) of methyl 3-(benzyloxy)benzoate were heated at reflux for 8 hours with 33.4 g (0.0826 mol) of Lawesson reagent in xylene and thereafter chromatographed on silica gel, whereby there were obtained 21.7 g (51%) of O-methyl 3-(benzyloxy)thiobenzoate as a red-brown oil which gradually crystallized upon standing.